From a dataset of the Open Reaction Database (ORD), a public repository of structured organic reaction records. describe an organic reaction: reactants, conditions, products, and yield Reactants: ClCCCC(C#N)(C1CCCC1)C1=CC=C(C=C1)F (α-(3-chloropropyl)-α-(4-fluorophenyl)cyclopentaneacetonitrile), C(C1=CC=CC=C1)CN (N-benzylmethylamine), CN(C=O)C (N,N-dimethylformamide). The reagents and catalysts are [I-].C(CCC)[N+](CCCC)(CCCC)CCCC (tetrabutylammonium iodide). Run in O (water), O (H2O). Conditions: temperature 50 celsius. Product: Cl.FC1=CC=C(C=C1)C(C#N)(C1CCCC1)CCCN(CC1=CC=CC=C1)C (α-4-fluorophenyl-α-[3-[methyl(phenylmethyl)amino]propyl]cyclopentaneacetonitrile, monohydrochloride). RXN SMILES: [Cl:1][CH2:2][CH2:3][CH2:4][C:5]([C:13]1[CH:18]=[CH:17][C:16]([F:19])=[CH:15][CH:14]=1)([CH:8]1[CH2:12][CH2:11][CH2:10][CH2:9]1)[C:6]#[N:7].[CH2:20](CN)[C:21]1[CH:26]=[CH:25][CH:24]=[CH:23][CH:22]=1.[CH3:29][N:30](C)C=O>[I-].C([N+](CCCC)(CCCC)CCCC)CCC.O>[ClH:1].[F:19][C:16]1[CH:17]=[CH:18][C:13]([C:5]([CH2:4][CH2:3][CH2:2][N:30]([CH3:29])[CH2:20][C:21]2[CH:22]=[CH:23][CH:24]=[CH:25][CH:26]=2)([CH:8]2[CH2:12][CH2:11][CH2:10][CH2:9]2)[C:6]#[N:7])=[CH:14][CH:15]=1 |f:3.4,6.7|. Procedure details: The product from Example 4, Step (b) (1.99 g, 7.06 mmol) was combined with N-benzylmethylamine (1.82 mL, 14.1 mmol), N,N-dimethylformamide (3.5 mL) and tetrabutylammonium iodide (130 mg). The mixture was heated at 50° C. overnight, then diluted with water (25 mL) and extracted with ethyl acetate (100 mL, then 2×25 mL). The combined organic layers were dried over MgSO4, filtered through silica, concentrated and subjected to chromatography. The product was converted to the hydrochloride salt using... Reactants: C(CC)(=O)Cl (propanoyl chloride), [Cl-].[Cl-].[Cl-].[Al+3] (aluminium trichloride), BrC1=CC=C(C=C1)OC (4-bromoanisole). The solvent is ClCCl (dichloromethane), ClCCl (dichloromethane). Conditions: time 45 minute. Yields the product BrC=1C=CC(=C(C1)C(CC)=O)O (1-(5-Bromo-2-hydroxyphenyl)propan-1-one). RXN SMILES: [Cl-].[Cl-].[Cl-].[Al+3].[C:5](Cl)(=[O:8])[CH2:6][CH3:7].[Br:10][C:11]1[CH:16]=[CH:15][C:14]([O:17]C)=[CH:13][CH:12]=1>ClCCl>[Br:10][C:11]1[CH:7]=[CH:6][C:5]([OH:8])=[C:13]([C:14](=[O:17])[CH2:15][CH3:16])[CH:12]=1 |f:0.1.2.3|. Procedure details: To a stirred mixture of aluminium trichloride (2.5 kg) in dichloromethane (5000 ml) at room temperature was added propanoyl chloride (864 g) over a 5 minute period. The mixture was stirred for 45 minutes at room temperature and then a solution of 4-bromoanisole (875 g) in dichloromethane (1000 ml) was added over 15 minutes. The reaction was heated under reflux for 6 hours then cooled and stirred at room temperature overnight. As a reaction SMILES: [CH3:52][CH2:53][O:54][C:55](=[O:56])[CH3:57].[CH3:58][CH2:59][OH:60].[F:1][C:2]([c:3]1[cH:4][c:5]([CH2:6][N:7]([c:8]2[n:9][cH:10][c:11]([O:14][CH2:15][CH2:16][CH2:17][C:18](=[O:19])[O:20][CH2:21][CH3:22])[cH:12][n:13]2)[CH2:23][c:24]2[c:25](-[c:34]3[n:35][cH:36][cH:37][c:38]([CH3:40])[cH:39]3)[cH:26][cH:27][c:28]([C:30]([F:31])([F:32])[F:33])[cH:29]2)[cH:41][c:42]([C:44]([F:45])([F:46])[F:47])[cH:43]1)([F:48])[F:49].[Na+:51].[OH-:50]>>[F:1][C:2]([c:3]1[cH:4][c:5]([CH2:6][N:7]([c:8]2[n:9][cH:10][c:11]([O:14][CH2:15][CH2:16][CH2:17][C:18](=[O:19])[OH:20])[cH:12][n:13]2)[CH2:23][c:24]2[c:25](-[c:34]3[n:35][cH:36][cH:37][c:38]([CH3:40])[cH:39]3)[cH:26][cH:27][c:28]([C:30]([F:31])([F:32])[F:33])[cH:29]2)[cH:41][c:42]([C:44]([F:45])([F:46])[F:47])[cH:43]1)([F:48])[F:49]. The reactants are CCOC(C)=O, CCO, CCOC(=O)CCCOc1cnc(N(Cc2cc(C(F)(F)F)cc(C(F)(F)F)c2)Cc2cc(C(F)(F)F)ccc2-c2cc(C)ccn2)nc1, [Na+], [OH-]. Product: Cc1ccnc(-c2ccc(C(F)(F)F)cc2CN(Cc2cc(C(F)(F)F)cc(C(F)(F)F)c2)c2ncc(OCCCC(=O)O)cn2)c1. The reactants are COC(=O)[C@H]1N(C2=CC=CC=C2C1)C([C@H](CC)NC(=O)OC(C)(C)C)=O (1-(N-t-butoxycarbonyl-2(S)-aminobutyryl)-indoline-2(S)-carboxylic acid methyl ester), CSCCN (2-methylthioethylamine), ClCCl (dichloromethane). Run in C(C)OCC (diethyl ether), CO (methanol). Conditions: temperature 60 celsius, time 48 hour. Yields the product CSCCNC(=O)[C@H]1N(C2=CC=CC=C2C1)C([C@H](CC)NC(=O)OC(C)(C)C)=O (1-(N-t-Butoxycarbonyl-2(S)-aminobutyryl)-indoline-2(S)-carboxylic acid-(2-methylthioethyl)amide). Reaction SMILES: C[O:2][C:3]([C@@H:5]1[CH2:13][C:12]2[C:7](=[CH:8][CH:9]=[CH:10][CH:11]=2)[N:6]1[C:14](=[O:26])[C@@H:15]([NH:18][C:19]([O:21][C:22]([CH3:25])([CH3:24])[CH3:23])=[O:20])[CH2:16][CH3:17])=O.[CH3:27][S:28][CH2:29][CH2:30][NH2:31].ClCCl>CO.C(OCC)C>[CH3:27][S:28][CH2:29][CH2:30][NH:31][C:3]([C@@H:5]1[CH2:13][C:12]2[C:7](=[CH:8][CH:9]=[CH:10][CH:11]=2)[N:6]1[C:14](=[O:26])[C@@H:15]([NH:18][C:19]([O:21][C:22]([CH3:24])([CH3:23])[CH3:25])=[O:20])[CH2:16][CH3:17])=[O:2]. Procedure details: To a solution of 1-(N-t-butoxycarbonyl-2(S)-aminobutyryl)-indoline-2(S)-carboxylic acid methyl ester (0.5 g, 1.4 mmol) in methanol (2 ml), was added 2-methylthioethylamine (3 ml) under nitrogen, and the resulting solution was stirred at 60° C. for 48 hours. The solution was poured into dichloromethane (20 ml), and washed with 1M potassium hydrogen sulphate, the aqueous layer was extracted with dichloromethane (3×15 ml). The combined organic layers were dried over Na2SO4, and then the solvent was... Reported procedure: A suspension of sodium hydride (3.0 g, 60% in mineral oil) and dimethyl formamide (100 mL) was kept at 15-18° C. followed by the addition of a solution of 3,4-dihydroquinolin-2(1H)-one (10.0 g) in dimethyl formamide (150 mL). The resulting mixture was stirred at room temperature for 60 min followed by the addition of a solution of 2-chloroethyl acetate (10.0 g) in dimethyl formamide (50 mL) at a temperature of 20° C. The resulting mixture was heated at 80° C. for 2½ h, cooled and poured onto ice... Yield: 64.4%. Starting materials: [H-].[Na+] (sodium hydride), C(C)(=O)OCCCl (2-chloroethyl acetate), N1C(CCC2=CC=CC=C12)=O (3,4-dihydroquinolin-2(1H)-one). Reaction SMILES: [H-].[Na+].[NH:3]1[C:12]2[C:7](=[CH:8][CH:9]=[CH:10][CH:11]=2)[CH2:6][CH2:5][C:4]1=[O:13].[C:14]([O:17][CH2:18][CH2:19]Cl)(=[O:16])[CH3:15]>CN(C)C=O>[C:14]([O:17][CH2:18][CH2:19][N:3]1[C:12]2[C:7](=[CH:8][CH:9]=[CH:10][CH:11]=2)[CH2:6][CH2:5][C:4]1=[O:13])(=[O:16])[CH3:15] |f:0.1|. The product is C(C)(=O)OCCN1C(CCC2=CC=CC=C12)=O (1-(2-acetoxyethyl)-3,4-dihydroquinolin-2(1H)-one). The solvent is CN(C=O)C (dimethyl formamide), CN(C=O)C (dimethyl formamide), CN(C=O)C (dimethyl formamide). Run at time 60 minute. Yields the product ClC1=CC(=C(C=C1)NS(=O)(=O)C1=CC=C(C=C1)C1(OCCO1)C)C(=O)C1=CC=NC=C1 (N-[4-chloro-2-(pyridine4-carbonyl)-phenyl]-4-(2-methyl[1,3]dioxolan-2-yl)-benzenesulfonamide). Procedure details: A solution consisting of 0.21 g of 4-acetyl-N-[4-chloro-2-(hydroxy-pyridin-4-yl-methyl)-phenyl]-benzenesulfonamide, 2 mL anhydrous THF, 50 μL AcOH and 400 μL ethylene glycol was prepared in a vial. The vial was heated by swaying gently in front of a heat gun, cooled for one minute and 400 μL 46.5% BF3:Et2O were immediately added. The vial was quickly shaken, left standing and an LC-MS sample was taken after 1 minute of reaction. After another minute the reaction mixture was partitioned between 1... RXN SMILES: [C:1]([C:4]1[CH:9]=[CH:8][C:7]([S:10]([NH:13][C:14]2[CH:19]=[CH:18][C:17]([Cl:20])=[CH:16][C:15]=2[CH:21]([OH:28])[C:22]2[CH:27]=[CH:26][N:25]=[CH:24][CH:23]=2)(=[O:12])=[O:11])=[CH:6][CH:5]=1)(=[O:3])[CH3:2].C1C[O:32][CH2:31][CH2:30]1.CC(O)=O.B(F)(F)F>CCOCC.C(O)CO>[Cl:20][C:17]1[CH:18]=[CH:19][C:14]([NH:13][S:10]([C:7]2[CH:6]=[CH:5][C:4]([C:1]3([CH3:2])[O:32][CH2:31][CH2:30][O:3]3)=[CH:9][CH:8]=2)(=[O:11])=[O:12])=[C:15]([C:21]([C:22]2[CH:23]=[CH:24][N:25]=[CH:26][CH:27]=2)=[O:28])[CH:16]=1. Starting materials: B(F)(F)F (BF3), C(C)(=O)C1=CC=C(C=C1)S(=O)(=O)NC1=C(C=C(C=C1)Cl)C(C1=CC=NC=C1)O (4-acetyl-N-[4-chloro-2-(hydroxy-pyridin-4-yl-methyl)-phenyl]-benzenesulfonamide), C1CCOC1 (THF), CC(=O)O (AcOH). Run in CCOCC (Et2O), C(CO)O (ethylene glycol).